This data is from the Open Reaction Database (ORD), a public repository of structured organic reaction records. The task is: describe an organic reaction: reactants, conditions, products, and yield Reactants: FC1=C(C=CC=C1)C=1C=NC(=NC1)N1C=C(C2=CC=C(C=C12)C(=O)N1CCN(CC1)C(=O)OC(C)(C)C)S(=O)C (tert-Butyl 4-(1-(5-(2-fluorophenyl)pyrimidin-2-yl)-3-(methylsulfinyl)-1H-indole-6-carbonyl)piperazine-1-carboxylate), CS(=O)C1=CN(C2=CC(=CC=C12)C(=O)N1CCNCC1)C1=NC=C(C=N1)C1=CC=CC=C1 ((3-(Methylsulfinyl)-1-(5-phenylpyrimidin-2-yl)-1H-indol-6-yl)(piperazin-1-yl)methanone). Product: FC1=C(C=CC=C1)C=1C=NC(=NC1)N1C=C(C2=CC=C(C=C12)C(=O)N1CCNCC1)S(=O)C ((1-(5-(2-Fluorophenyl)pyrimidin-2-yl)-3-(methylsulfinyl)-1H-indol-6-yl)(piperazin-1-yl)methanone). RXN SMILES: [F:1][C:2]1[CH:7]=[CH:6][CH:5]=[CH:4][C:3]=1[C:8]1[CH:9]=[N:10][C:11]([N:14]2[C:22]3[C:17](=[CH:18][CH:19]=[C:20]([C:23]([N:25]4[CH2:30][CH2:29][N:28](C(OC(C)(C)C)=O)[CH2:27][CH2:26]4)=[O:24])[CH:21]=3)[C:16]([S:38]([CH3:40])=[O:39])=[CH:15]2)=[N:12][CH:13]=1.CS(C1C2C(=CC(C(N3CCNCC3)=O)=CC=2)N(C2N=CC(C3C=CC=CC=3)=CN=2)C=1)=O>>[F:1][C:2]1[CH:7]=[CH:6][CH:5]=[CH:4][C:3]=1[C:8]1[CH:13]=[N:12][C:11]([N:14]2[C:22]3[C:17](=[CH:18][CH:19]=[C:20]([C:23]([N:25]4[CH2:30][CH2:29][NH:28][CH2:27][CH2:26]4)=[O:24])[CH:21]=3)[C:16]([S:38]([CH3:40])=[O:39])=[CH:15]2)=[N:10][CH:9]=1. Procedure details: Prepared from 13c) (170 mg, 0.30 mmol, 1.0 eq) in analogy to the procedure of 12e). White solid. Yield: 130 mg (71% of theory). Melting range: 199-203° C. HPLC (method 3): Rt=4.04 min. Mass spectroscopy: m/z: [M+H]+=464.1.